Dataset: the Open Reaction Database (ORD), a public repository of structured organic reaction records. Task: describe an organic reaction: reactants, conditions, products, and yield Reactants: COC(C1=CC(=CC(=C1)O)OCOC)=O (5-hydroxy-3-methoxymethoxybenzoic acid methyl ester), NC1=NN(C=C1)C (3-amino-1-methyl-1H-pyrazole), BrC=1C=CC(=NC1)S(=O)(=O)C (5-bromo-2-methanesulfonylpyridine), FCC(CF)O (1,3-difluoro-2-propanol). Yields the product FCC(OC=1C=C(C=C(C(=O)NC2=NN(C=C2)C)C1)OC=1C=NC(=CC1)S(=O)(=O)C)CF (5-(2-fluoro-1-fluoromethyl-ethoxy)-3-(6-methanesulfonylpyridin-3-yloxy)-N-(1-methyl-1H-pyrazol-3-yl)benzamide). As a reaction SMILES: CO[C:3](=[O:15])[C:4]1[CH:9]=[C:8]([OH:10])[CH:7]=[C:6](OCOC)[CH:5]=1.Br[C:17]1[CH:18]=[CH:19][C:20]([S:23]([CH3:26])(=[O:25])=[O:24])=[N:21][CH:22]=1.[F:27][CH2:28][CH:29]([OH:32])[CH2:30][F:31].[NH2:33][C:34]1[CH:38]=[CH:37][N:36]([CH3:39])[N:35]=1>>[F:27][CH2:28][CH:29]([CH2:30][F:31])[O:32][C:6]1[CH:7]=[C:8]([O:10][C:17]2[CH:22]=[N:21][C:20]([S:23]([CH3:26])(=[O:25])=[O:24])=[CH:19][CH:18]=2)[CH:9]=[C:4]([CH:5]=1)[C:3]([NH:33][C:34]1[CH:38]=[CH:37][N:36]([CH3:39])[N:35]=1)=[O:15]. Reported procedure: The compound of Production Example 131 was obtained as a white amorphous substance using 5-hydroxy-3-methoxymethoxybenzoic acid methyl ester, 5-bromo-2-methanesulfonylpyridine, 1,3-difluoro-2-propanol and 3-amino-1-methyl-1H-pyrazole, by the same method as in Production Example 117, a corresponding method, or a combination thereof with an ordinary method.